From a dataset of the Open Reaction Database (ORD), a public repository of structured organic reaction records. describe an organic reaction: reactants, conditions, products, and yield Reaction SMILES: [Cl:1][C:2]1[C:14]([Cl:15])=[CH:13][CH:12]=[CH:11][C:3]=1[C:4]([NH:6][CH2:7][CH:8]=[N:9][OH:10])=[O:5].[CH3:16][OH:17].Cl.C([BH3-])#N.[Na+]>CO.CN(C1C=CC(N=NC2C=CC(S(O)(=O)=O)=CC=2)=CC=1)C>[Cl:1][C:2]1[C:14]([Cl:15])=[CH:13][CH:12]=[CH:11][C:3]=1[C:4]([NH:6][CH2:7][CH2:8][N:9]([CH:16]=[O:17])[OH:10])=[O:5] |f:1.2,3.4|. Reaction conditions: time 1 hour. The reactants are ClC1=C(C(=O)NCC=NO)C=CC=C1Cl (2,3-dichloro-N-(2-hydroxyimino-ethyl)-benzamide), CO.Cl (MeOH HCl), C(#N)[BH3-].[Na+] (Sodium cyanoborohydride), CO.Cl (MeOH HCl). Yield: 32.0%. The reagents and catalysts are CN(C)C=1C=CC(=CC1)N=NC=2C=CC(=CC2)S(=O)(=O)O (methyl orange). Run in CO (MeOH). Yields the product ClC1=C(C(=O)NCCN(O)C=O)C=CC=C1Cl (2,3-Dichloro-N-[2-(N-formyl-N-hydroxy-amino)-ethyl]-benzamide). Procedure: To a solution of 2,3-dichloro-N-(2-hydroxyimino-ethyl)-benzamide (34.3 g, 0.14 mol) in MeOH (700 mL) under an argon atmosphere at 0° C. was added methyl orange (0.01 g) followed by a saturated solution of MeOH/HCl until a persistent red color was observed. Sodium cyanoborohydride (10.5 g, 0.17 mol) was added sequentially with saturated MeOH/HCl over 0.5 h. The reaction mixture was stirred an additional 1 h and the MeOH was removed in vacuo. The residue was partitioned between 3N HCl (300 mL) and... The reactants are FC1=C(C(=O)NC=2SC(=C(N2)C=O)C2=CC(=CC=C2)C(F)(F)F)C(=CC=C1)F (2,6-Difluoro-N-(4-formyl-5-(3-(trifluoromethyl)phenyl)thiazol-2-yl)benzamide), [N+](=[N-])=C(C(C)=O)P(OC)(OC)=O (dimethyl 1-diazo-2-oxopropylphosphonate), C(=O)([O-])[O-].[K+].[K+] (K2CO3). Solvent: C(Cl)Cl (CH2Cl2), CO (MeOH). Reaction SMILES: [F:1][C:2]1[CH:27]=[CH:26][CH:25]=[C:24]([F:28])[C:3]=1[C:4]([NH:6][C:7]1[S:8][C:9]([C:14]2[CH:19]=[CH:18][CH:17]=[C:16]([C:20]([F:23])([F:22])[F:21])[CH:15]=2)=[C:10]([CH:12]=O)[N:11]=1)=[O:5].[N+](=[C:31](P(=O)(OC)OC)C(=O)C)=[N-].C([O-])([O-])=O.[K+].[K+]>CO.C(Cl)Cl>[C:12]([C:10]1[N:11]=[C:7]([NH:6][C:4](=[O:5])[C:3]2[C:2]([F:1])=[CH:27][CH:26]=[CH:25][C:24]=2[F:28])[S:8][C:9]=1[C:14]1[CH:19]=[CH:18][CH:17]=[C:16]([C:20]([F:23])([F:22])[F:21])[CH:15]=1)#[CH:31] |f:2.3.4|. The product is C(#C)C=1N=C(SC1C1=CC(=CC=C1)C(F)(F)F)NC(C1=C(C=CC=C1F)F)=O (N-(4-ethynyl-5-(3-(trifluoromethyl)phenyl)thiazol-2-yl)-2,6-difluorobenzamide). Conditions: time 8 hour. The yield is 20.4%. Reported procedure: Into a solution of Compound 67 (50.0 mg, 0.12 mmol) and dimethyl 1-diazo-2-oxopropylphosphonate (46.0 mg, 0.24 mmol) in MeOH (1.00 mL) was added K2CO3 (50.0 mg, 0.36 mmol) was added. The mixture was stirred at room temperature overnight, diluted with CH2Cl2, washed with water, dried (Na2SO4), filtered and concentrated. The residue was purified on silica to give Compound 104 (10.0 mg).